Dataset: the Open Reaction Database (ORD), a public repository of structured organic reaction records. Task: describe an organic reaction: reactants, conditions, products, and yield Reactants: O=C1NC2=CC[C@H]3[C@@H]4CC[C@@H]([C@@]4(C)CC[C@@H]3[C@]2(CC1)C)C(=O)O (3-oxo-4-azaandrost-5-ene-17β-carboxylic acid), OC1=CC=C(C=C1)C(C1=CC=CC=C1)N (α-(4-hydroxyphenyl)benzylamine). Product: OC1=CC=C(C=C1)C(C1=CC=CC=C1)NC(=O)[C@@H]1[C@]2(C)[C@@H](CC1)[C@@H]1CC=C3NC(CC[C@]3(C)[C@H]1CC2)=O (N-[α-(4-Hydroxyphenyl)benzyl]-3-oxo-4-azaandrost-5-ene-17β-carboxamide). Isolated yield 77.0%. RXN SMILES: [O:1]=[C:2]1[CH2:19][CH2:18][C@@:17]2([CH3:20])[C:4](=[CH:5][CH2:6][C@@H:7]3[C@@H:16]2[CH2:15][CH2:14][C@@:12]2([CH3:13])[C@H:8]3[CH2:9][CH2:10][C@@H:11]2[C:21](O)=[O:22])[NH:3]1.[OH:24][C:25]1[CH:30]=[CH:29][C:28]([CH:31]([NH2:38])[C:32]2[CH:37]=[CH:36][CH:35]=[CH:34][CH:33]=2)=[CH:27][CH:26]=1>>[OH:24][C:25]1[CH:26]=[CH:27][C:28]([CH:31]([NH:38][C:21]([C@H:11]2[CH2:10][CH2:9][C@H:8]3[C@H:7]4[C@H:16]([CH2:15][CH2:14][C@:12]23[CH3:13])[C@:17]2([CH3:20])[C:4]([NH:3][C:2](=[O:1])[CH2:19][CH2:18]2)=[CH:5][CH2:6]4)=[O:22])[C:32]2[CH:37]=[CH:36][CH:35]=[CH:34][CH:33]=2)=[CH:29][CH:30]=1. Reported procedure: The title compound was prepared in a yield of 77% in a similar manner to that described in Example 37 by reacting 3-oxo-4-azaandrost-5-ene-17β-carboxylic acid and α-(4-hydroxyphenyl)benzylamine. The reactants are CC(C)(C)N, ClCCl, O=S(=O)(Cl)c1ccc(Cl)nc1. Yields the product CC(C)(C)NS(=O)(=O)c1ccc(Cl)nc1. Reaction SMILES: [CH3:1][C:2]([CH3:3])([CH3:4])[NH2:5].[Cl:17][CH2:18][Cl:19].[Cl:6][c:7]1[cH:8][cH:9][c:10]([S:13](=[O:14])(=[O:15])[Cl:16])[cH:11][n:12]1>>[CH3:1][C:2]([CH3:3])([CH3:4])[NH:5][S:13]([c:10]1[cH:9][cH:8][c:7]([Cl:6])[n:12][cH:11]1)(=[O:14])=[O:15].